Dataset: the Open Reaction Database (ORD), a public repository of structured organic reaction records. Task: describe an organic reaction: reactants, conditions, products, and yield Run at time 8 hour. Yields the product [C@@H]1(CC(CC1)=O)C(=O)N[C@H]1[C@@H](SC2=C(N(C1=O)CC(=O)N)C=CC=C2)C2=CC=CC=C2 (3(R)-[3-cyclopentanone-1(R)-carboxamido]-4-oxo-2(S)-phenyl-2,3,4,5-tetrahydro-1,5-benzothiazepine-5-acetamide). Starting materials: N[C@H]1[C@@H](SC2=C(N(C1=O)CC(=O)OCC)C=CC=C2)C2=CC=CC=C2 (ethyl 3(R)-amino-4-oxo-2(S)-phenyl-2,3,4,5-tetrahydro-1,5-benzothiazepine-5-acetate), C1CC(=O)CC1C(=O)O (3-cyclopentanone-1(R)-carboxylic acid), C1(CCCCC1)N=C=NC1CCCCC1 (dicyclohexylcarbodiimide), ON1N=NC2=C1C=CC=C2 (1-hydroxybenzotriazole). Run in CN(C=O)C (dimethylformamide). Reported procedure: To a solution of 10 ml of dry dimethylformamide of 511 mg of ethyl 3(R)-amino-4-oxo-2(S)-phenyl-2,3,4,5-tetrahydro-1,5-benzothiazepine-5-acetate, 200 mg of 3-cyclopentanone-1(R)-carboxylic acid which is prepared according to the known procedure and 322 mg of 1-hydroxybenzotriazole is added 322 mg of dicyclohexylcarbodiimide. After allowing to stand overnight, the precipitated dicyclohexylurea is filtered off. The dimethylformamide was distilled off under reduced pressure, and to the residue is a... RXN SMILES: [NH2:1][C@@H:2]1[C:8](=[O:9])[N:7]([CH2:10][C:11](OCC)=[O:12])[C:6]2[CH:16]=[CH:17][CH:18]=[CH:19][C:5]=2[S:4][C@H:3]1[C:20]1[CH:25]=[CH:24][CH:23]=[CH:22][CH:21]=1.[CH2:26]1[CH:31]([C:32]([OH:34])=O)[CH2:30][C:28](=[O:29])[CH2:27]1.O[N:36]1C2C=CC=CC=2N=N1.C1(N=C=NC2CCCCC2)CCCCC1>CN(C)C=O>[C@@H:31]1([C:32]([NH:1][C@@H:2]2[C:8](=[O:9])[N:7]([CH2:10][C:11]([NH2:36])=[O:12])[C:6]3[CH:16]=[CH:17][CH:18]=[CH:19][C:5]=3[S:4][C@H:3]2[C:20]2[CH:21]=[CH:22][CH:23]=[CH:24][CH:25]=2)=[O:34])[CH2:26][CH2:27][C:28](=[O:29])[CH2:30]1. Yields the product Cc1nc2c(ccn2Cc2ccc(F)c(F)c2)c(I)c1CO. Reactants: CC(C)C[AlH]CC(C)C, ClCCl, CCOC(=O)c1c(C)nc2c(ccn2Cc2ccc(F)c(F)c2)c1I, [Na+], [OH-], O, O. As a reaction SMILES: [CH3:26][CH:27]([CH2:28][AlH:29][CH2:30][CH:31]([CH3:32])[CH3:33])[CH3:34].[Cl:39][CH2:40][Cl:41].[F:1][c:2]1[cH:3][c:4]([CH2:5][n:6]2[cH:7][cH:8][c:9]3[c:10]2[n:11][c:12]([CH3:21])[c:13]([C:16](=[O:17])[O:18][CH2:19][CH3:20])[c:14]3[I:15])[cH:22][cH:23][c:24]1[F:25].[Na+:37].[OH-:36].[OH2:35].[OH2:38]>>[F:1][c:2]1[cH:3][c:4]([CH2:5][n:6]2[cH:7][cH:8][c:9]3[c:10]2[n:11][c:12]([CH3:21])[c:13]([CH2:16][OH:17])[c:14]3[I:15])[cH:22][cH:23][c:24]1[F:25]. The reactants are ClC(=O)OCCC (propyl chloroformate), ClC(=O)OCCC (propyl chloroformate), O([C@H]1[C@H](O)[C@@H](O)[C@H](O)CS1)C1=CC2=C(C(=CC(O2)=O)C)C=C1 (4-methyl-2-oxo-2H-1-benzopyran-7-yl 5-thio-β-D-xylopyranoside). Reagents/catalysts: CN(C1=CC=NC=C1)C (4-dimethylaminopyridine). Run in N1=CC=CC=C1 (pyridine). Reaction conditions: time 1 hour. Product: C(CC)OC(=O)O[C@H]1[C@H](OC2=CC3=C(C(=CC(O3)=O)C)C=C2)SC[C@H]([C@@H]1OC(=O)OCCC)OC(=O)OCCC (4-Methyl-2-oxo-2H-1-benzopyran-7-yl 2,3,4-tri-O-propoxycarbonyl-5-thio-β-D-xylopyranoside), solid. The yield is 63.0%. RXN SMILES: Cl[C:2]([O:4][CH2:5][CH2:6][CH3:7])=[O:3].[O:8]([C:18]1[CH:29]=[CH:28][C:21]2[C:22]([CH3:27])=[CH:23][C:24](=[O:26])[O:25][C:20]=2[CH:19]=1)[C@@H:9]1[S:17][CH2:16][C@@H:14]([OH:15])[C@H:12]([OH:13])[C@H:10]1[OH:11]>CN(C)C1C=CN=CC=1.N1C=CC=CC=1>[CH2:5]([O:4][C:2]([O:11][C@@H:10]1[C@@H:12]([O:13][C:2]([O:4][CH2:5][CH2:6][CH3:7])=[O:3])[C@H:14]([O:15][C:2]([O:4][CH2:5][CH2:6][CH3:7])=[O:3])[CH2:16][S:17][C@H:9]1[O:8][C:18]1[CH:29]=[CH:28][C:21]2[C:22]([CH3:27])=[CH:23][C:24](=[O:26])[O:25][C:20]=2[CH:19]=1)=[O:3])[CH2:6][CH3:7]. Procedure details: A solution of 100 mg (0.8.10−3 mol) of 4-dimethylaminopyridine in 12 ml of pyridine is prepared and 2.1 ml (18.7.10−3 mol) of propyl chloroformate are added at 0° C., followed by 1 g (3.1.10−3 mol) of 4-methyl-2-oxo-2H-1-benzopyran-7-yl 5-thio-β-D-xylopyranoside. The reaction mixture is stirred for 1 hour, a further 1 ml (8.9.10−3 mol) of propyl chloroformate is then added and stirring is continued for 1 hour. The mixture is then hydrolyzed in ice water and extracted with ethyl acetate. The orga... Procedure details: To a solution of 4-[5-(1-azido-ethyl)-2-fluoro-phenyl]-morpholine (1 g) in THF (20 mL) at 40° C. was added LiAlH4 (500 mg). The reaction mixture was warmed to room temperature and then stirred for 1 hour. The reaction was quenched with water, 10 N sodium hydroxide followed again by water. The resulting mixture was filtered through Celite and the filtrate was concentrated in vacuo. The residue was extracted with CH2Cl2, and the organic layer was washed with water, dried over Na2SO4, filtered and ... Reactants: N(=[N+]=[N-])C(C)C=1C=CC(=C(C1)N1CCOCC1)F (4-[5-(1-azido-ethyl)-2-fluoro-phenyl]-morpholine), [H-].[H-].[H-].[H-].[Li+].[Al+3] (LiAlH4). The solvent is C1CCOC1 (THF). The yield is 99.3%. Yields the product FC1=C(C=C(C=C1)C(C)N)N1CCOCC1 ((±)-1-(4-Fluoro-3-morpholin-4-yl-phenyl)ethylamine). RXN SMILES: [N:1]([CH:4]([C:6]1[CH:7]=[CH:8][C:9]([F:18])=[C:10]([N:12]2[CH2:17][CH2:16][O:15][CH2:14][CH2:13]2)[CH:11]=1)[CH3:5])=[N+]=[N-].[H-].[H-].[H-].[H-].[Li+].[Al+3]>C1COCC1>[F:18][C:9]1[CH:8]=[CH:7][C:6]([CH:4]([NH2:1])[CH3:5])=[CH:11][C:10]=1[N:12]1[CH2:13][CH2:14][O:15][CH2:16][CH2:17]1 |f:1.2.3.4.5.6|. Run at time 1 hour. Starting materials: C(C)OC(=O)C1(CCN(CC1)CC1=CC=CC=C1)S(=O)(=O)C1=CC=C(C=C1)OCCC(C)C (1-Benzyl-4-[4-(3-methyl-butoxy)-benzenesulfonyl]-piperidine-4-carboxylic ethyl ester). Solvent: C1CCOC1.CO (THF methanol), [OH-].[Na+] (NaOH). Product: C(C1=CC=CC=C1)N1CCC(CC1)(C(=O)O)S(=O)(=O)C1=CC=C(C=C1)OCCC(C)C (1-Benzyl-4-[4-(3-methyl-butoxy)-benzenesulfonyl]-piperidine-4-carboxylic acid). RXN SMILES: C([O:3][C:4]([C:6]1([S:19]([C:22]2[CH:27]=[CH:26][C:25]([O:28][CH2:29][CH2:30][CH:31]([CH3:33])[CH3:32])=[CH:24][CH:23]=2)(=[O:21])=[O:20])[CH2:11][CH2:10][N:9]([CH2:12][C:13]2[CH:18]=[CH:17][CH:16]=[CH:15][CH:14]=2)[CH2:8][CH2:7]1)=[O:5])C>C1COCC1.CO.[OH-].[Na+]>[CH2:12]([N:9]1[CH2:10][CH2:11][C:6]([S:19]([C:22]2[CH:27]=[CH:26][C:25]([O:28][CH2:29][CH2:30][CH:31]([CH3:33])[CH3:32])=[CH:24][CH:23]=2)(=[O:21])=[O:20])([C:4]([OH:5])=[O:3])[CH2:7][CH2:8]1)[C:13]1[CH:14]=[CH:15][CH:16]=[CH:17][CH:18]=1 |f:1.2,3.4|. Reported procedure: 1-Benzyl-4-[4-(3-methyl-butoxy)-benzenesulfonyl]-piperidine-4-carboxylic acid was prepared starting from 1-Benzyl-4-[4-(3-methyl-butoxy)-benzenesulfonyl]-piperidine-4-carboxylic ethyl ester (4.7 g, 10 mmol) dissolved in THF:methanol (3:1 150 ml) and 10 N NaOH (20 ml). The resulting reaction mixture was worked up as outlined in example 83. Yield 3 g (67%); white solid; mp 182° C.; MS: 446 (M+H)+ Reactants: O=C1CCC(=O)N1Br, ClCCl, COc1ccc(CCCO)c(OC)c1, c1ccc(P(c2ccccc2)c2ccccc2)cc1. Product: COc1ccc(CCCBr)c(OC)c1. RXN SMILES: [Br:34][N:35]1[C:36](=[O:37])[CH2:38][CH2:39][C:40]1=[O:41].[CH2:42]([Cl:43])[Cl:44].[CH3:1][O:2][c:3]1[c:4]([CH2:11][CH2:12][CH2:13][OH:14])[cH:5][cH:6][c:7]([O:9][CH3:10])[cH:8]1.[c:15]1([P:16]([c:17]2[cH:18][cH:19][cH:20][cH:21][cH:22]2)[c:23]2[cH:24][cH:25][cH:26][cH:27][cH:28]2)[cH:29][cH:30][cH:31][cH:32][cH:33]1>>[CH3:1][O:2][c:3]1[c:4]([CH2:11][CH2:12][CH2:13][Br:34])[cH:5][cH:6][c:7]([O:9][CH3:10])[cH:8]1. Product: CCCCOC(=O)c1nc(N2CCC(N)C(OCCC)C2)oc1CC. RXN SMILES: [CH2:1]([O:2][C:3](=[O:4])[NH:11][CH:12]1[CH:13]([O:32][CH2:33][CH2:34][CH3:35])[CH2:14][N:15]([c:18]2[o:19][c:20]([CH2:30][CH3:31])[c:21]([C:23](=[O:24])[O:25][CH2:26][CH2:27][CH2:28][CH3:29])[n:22]2)[CH2:16][CH2:17]1)[c:5]1[cH:6][cH:7][cH:8][cH:9][cH:10]1.[CH3:36][OH:37]>>[NH2:11][CH:12]1[CH:13]([O:32][CH2:33][CH2:34][CH3:35])[CH2:14][N:15]([c:18]2[o:19][c:20]([CH2:30][CH3:31])[c:21]([C:23](=[O:24])[O:25][CH2:26][CH2:27][CH2:28][CH3:29])[n:22]2)[CH2:16][CH2:17]1. The reactants are CCCCOC(=O)c1nc(N2CCC(NC(=O)OCc3ccccc3)C(OCCC)C2)oc1CC, CO.